Dataset: the Open Reaction Database (ORD), a public repository of structured organic reaction records. Task: describe an organic reaction: reactants, conditions, products, and yield Reactants: CCOC(=O)CN(CC(=O)OCC)C(=O)C(CCC(=O)OCc1ccccc1)CS(=O)(=O)c1ccc2ccccc2c1, CCO. As a reaction SMILES: [CH2:1]([CH3:2])[O:3][C:4](=[O:5])[CH2:6][N:7]([C:8](=[O:9])[CH:10]([CH2:11][CH2:12][C:13](=[O:14])[O:15][CH2:16][c:17]1[cH:18][cH:19][cH:20][cH:21][cH:22]1)[CH2:23][S:24](=[O:25])(=[O:26])[c:27]1[cH:28][c:29]2[cH:30][cH:31][cH:32][cH:33][c:34]2[cH:35][cH:36]1)[CH2:37][C:38](=[O:39])[O:40][CH2:41][CH3:42].[CH3:43][CH2:44][OH:45]>>[CH2:1]([CH3:2])[O:3][C:4](=[O:5])[CH2:6][N:7]([C:8](=[O:9])[CH:10]([CH2:11][CH2:12][C:13](=[O:14])[OH:15])[CH2:23][S:24](=[O:25])(=[O:26])[c:27]1[cH:28][c:29]2[cH:30][cH:31][cH:32][cH:33][c:34]2[cH:35][cH:36]1)[CH2:37][C:38](=[O:39])[O:40][CH2:41][CH3:42]. Product: CCOC(=O)CN(CC(=O)OCC)C(=O)C(CCC(=O)O)CS(=O)(=O)c1ccc2ccccc2c1. Conditions: time 30 minute. The product is N[C@@H]1[C@@H](CCCC1)NC=1C=C(C(=NC1)C(=O)N)NC1=NC(=CC(=C1)C)C (5-{[(1R,2S)-2-aminocyclohexyl]amino}-3-[(4,6-dimethylpyridin-2-yl)amino]pyridine-2-carboxamide). The reactants are Cl.N[C@@H]1[C@@H](CCCC1)NC=1C=C(C(=NC1)C(=O)N)NC1=NC(=CC(=C1)C)C (5-{[(1R,2S)-2-aminocyclohexyl]amino}-3-[(4,6-dimethylpyridin-2-yl)amino]pyridine-2-carboxamide hydrochloric acid salt), N (ammonia). Reaction SMILES: Cl.[NH2:2][C@H:3]1[CH2:8][CH2:7][CH2:6][CH2:5][C@H:4]1[NH:9][C:10]1[CH:11]=[C:12]([NH:19][C:20]2[CH:25]=[C:24]([CH3:26])[CH:23]=[C:22]([CH3:27])[N:21]=2)[C:13]([C:16]([NH2:18])=[O:17])=[N:14][CH:15]=1.N>CO.O>[NH2:2][C@H:3]1[CH2:8][CH2:7][CH2:6][CH2:5][C@H:4]1[NH:9][C:10]1[CH:11]=[C:12]([NH:19][C:20]2[CH:25]=[C:24]([CH3:26])[CH:23]=[C:22]([CH3:27])[N:21]=2)[C:13]([C:16]([NH2:18])=[O:17])=[N:14][CH:15]=1 |f:0.1|. Procedure: The 5-{[(1R,2S)-2-aminocyclohexyl]amino}-3-[(4,6-dimethylpyridin-2-yl)amino]pyridine-2-carboxamide hydrochloric acid salt (21.5 g, 50.3 mmol) was diluted with methanol (200 mL) and ammonia (7.0 M solution in methanol, 21.6 mL, 151 mmol). After 30 minutes, the reaction mixture was diluted with water (190 mL) and stirred. After 30 minutes, the reaction mixture was filtered, and the solids were washed with water (2×75 mL) and dried to afford 5-{[(1R,2S)-2-aminocyclohexyl]amino}-3-[(4,6-dimethylpyri... Run in O (water), CO (methanol).